The task is: describe an organic reaction: reactants, conditions, products, and yield. This data is from the Open Reaction Database (ORD), a public repository of structured organic reaction records. Reactants: Cl (HCl), FC=1C=CC(=C(OC2CCOCC2)C1)[N+](=O)[O-] (4-(5-fluoro-2-nitrophenoxy)tetrahydro-2H-pyran), CS(=O)(=O)C1=CC=C(C=N1)O (6-(methylsulfonyl)pyridin-3-ol), C([O-])([O-])=O.[K+].[K+] (potassium carbonate). The solvent is C(C)(=O)OCC (ethyl acetate), CN(C=O)C (N,N-dimethylformamide), CCCCCC (hexane). Reaction conditions: temperature 110 celsius, time 4 hour. Yields the product CS(=O)(=O)C1=NC=C(C=C1)OC1=CC(=C(C=C1)[N+](=O)[O-])OC1CCOCC1 (2-(Methylsulfonyl)-5-[4-nitro-3-(tetrahydro-2H-pyran-4-yloxy)phenoxy]pyridine). The yield is 82.8%. Reaction SMILES: F[C:2]1[CH:3]=[CH:4][C:5]([N+:15]([O-:17])=[O:16])=[C:6]([CH:14]=1)[O:7][CH:8]1[CH2:13][CH2:12][O:11][CH2:10][CH2:9]1.[CH3:18][S:19]([C:22]1[N:27]=[CH:26][C:25]([OH:28])=[CH:24][CH:23]=1)(=[O:21])=[O:20].C(=O)([O-])[O-].[K+].[K+].Cl>CN(C)C=O.CCCCCC.C(OCC)(=O)C>[CH3:18][S:19]([C:22]1[CH:23]=[CH:24][C:25]([O:28][C:2]2[CH:3]=[CH:4][C:5]([N+:15]([O-:17])=[O:16])=[C:6]([O:7][CH:8]3[CH2:13][CH2:12][O:11][CH2:10][CH2:9]3)[CH:14]=2)=[CH:26][N:27]=1)(=[O:21])=[O:20] |f:2.3.4|. Procedure: To a solution of 4-(5-fluoro-2-nitrophenoxy)tetrahydro-2H-pyran (19.5 g) and 6-(methylsulfonyl)pyridin-3-ol (14 g) in N,N-dimethylformamide (250 mL) was added potassium carbonate (22.3 g), and the mixture was stirred at 110° C. for 4 hr. 1N HCl was added to the reaction solution, and the mixture was extracted with ethyl acetate. The organic layer was washed with saturated brine, dried over magnesium sulfate, filtered and concentrated under reduced pressure. The obtained crude product was subject... Starting materials: C1=NCCCC12CCCCC2 (2-azaspiro-[5.5]-undec-1-ene), [H][H] (hydrogen). Reagents/catalysts: [Ni] (Raney nickel). The solvent is C(C)O (ethanol). The product is C1NCCCC12CCCCC2 (2-azaspiro-[5.5]-undecane). Yield: 88.1%. Reaction SMILES: [CH:1]1[C:6]2([CH2:11][CH2:10][CH2:9][CH2:8][CH2:7]2)[CH2:5][CH2:4][CH2:3][N:2]=1.[H][H]>[Ni].C(O)C>[CH2:1]1[C:6]2([CH2:7][CH2:8][CH2:9][CH2:10][CH2:11]2)[CH2:5][CH2:4][CH2:3][NH:2]1. Procedure: A solution of 2-azaspiro-[5.5]-undec-1-ene (15 g.; 0.10 mole) and one teaspoon (3 g.) of W2 Raney nickel catalyst in absolute ethanol (300 ml.) is hydrogenated at an initial pressure of 40 psi until hydrogen uptake ceases (2 hours). The mixture is filtered through celite and the filtrate concentrated under reduced pressure. Distillation of the residual liquid yields 88% of 2-azaspiro-[5.5]-undecane (13.5 g.), b.p. 55°-57° C./0.10 mm.